Dataset: the Open Reaction Database (ORD), a public repository of structured organic reaction records. Task: describe an organic reaction: reactants, conditions, products, and yield Reactants: Cc1[nH]c(=O)[nH]c1C(=O)N(C)C, O, S=P12SP3(=S)SP(=S)(S1)SP(=S)(S2)S3, c1ccncc1. The product is Cc1[nH]c(=O)[nH]c1C(=S)N(C)C. Reaction SMILES: [O:1]=[c:2]1[nH:3][c:4]([C:8](=[O:9])[N:10]([CH3:11])[CH3:12])[c:5]([CH3:7])[nH:6]1.[OH2:33].[P:13]12(=[S:14])[S:15][P:16]3(=[S:26])[S:17][P:18](=[S:24])([S:19][P:20](=[S:23])([S:21]3)[S:22]1)[S:25]2.[cH:27]1[cH:28][cH:29][n:30][cH:31][cH:32]1>>[O:1]=[c:2]1[nH:3][c:4]([C:8]([N:10]([CH3:11])[CH3:12])=[S:14])[c:5]([CH3:7])[nH:6]1. Reactants: CC(=O)CC(=O)C.CC(=O)CC(=O)C.CC(=O)CC(=O)C.[Mn] (manganese(III) acetylacetonate), CC(=O)N(CCCCCNC(=O)CCC(=O)N(CCCCCNC(=O)CCC(=O)N(CCCCCN)O)O)O.CS(=O)(=O)O (desferrioxamine B mesylate). Solvent: O (water). Conditions: time 2 hour. Yields the product O1CC=CC=C1.[Mn+3] (manganese(III) oxamine), S(C)(=O)(=O)[O-] (mesylate). RXN SMILES: C[C:2]([CH2:4][C:5]([CH3:7])=O)=[O:3].[CH3:8]C(CC(C)=O)=O.CC(CC(C)=O)=O.[Mn:22].CC(N(O)CCCCCNC(CCC(N(O)CCCCCNC(CCC(N(O)CCCCCN)=O)=O)=O)=O)=O.[CH3:62][S:63]([OH:66])(=[O:65])=[O:64]>O>[O:3]1[CH:2]=[CH:4][CH:5]=[CH:7][CH2:8]1.[Mn+3:22].[S:63]([O-:66])(=[O:65])(=[O:64])[CH3:62] |f:0.1.2.3,4.5,7.8|. Procedure details: With efficient stirring, 16.80 g (48 mmol) of manganese(III) acetylacetonate are added to 26.40 g (40 mmol) of desferrioxamine B mesylate in 400 ml of water and the mixture is efficiently stirred for 2 hours at room temperature. Working up as in Example 1 gives a deep green, slightly hygroscopic manganese(III) oxamine B mesylate that contains 0.5 mol of water. Reactants: ClC1=C(C=CC=2SC=C(C21)OCC)C(=O)Cl (4-chloro-3-ethoxybenzo[b]thiophene-5-carboxylic acid chloride), ClC1=C(C=CC=2SC(=C(C21)OCC)CC)C(=O)Cl (4-chloro-3-ethoxy-2-ethylbenzo[b]thiophene-5-carboxylic acid chloride). The product is ClC1=C(C=CC=2SC(=C(C21)OC)C)C(=O)Cl (4-chloro-3-methoxy-2-methylbenzo[b]thiophene-5-carboxylic acid chloride). As a reaction SMILES: ClC1C2C(OCC)=CSC=2C=CC=1C(Cl)=O.[Cl:17][C:18]1[C:26]2[C:25]([O:27][CH2:28]C)=[C:24]([CH2:30]C)[S:23][C:22]=2[CH:21]=[CH:20][C:19]=1[C:32]([Cl:34])=[O:33]>>[Cl:17][C:18]1[C:26]2[C:25]([O:27][CH3:28])=[C:24]([CH3:30])[S:23][C:22]=2[CH:21]=[CH:20][C:19]=1[C:32]([Cl:34])=[O:33]. Procedure: A mixture of 4-chloro-3-ethoxybenzo[b]thiophene-5-carboxylic acid chloride and 4-chloro-3-ethoxy-2-ethylbenzo[b]thiophene-5-carboxylic acid chloride (prepared from the product of reference example 18). Starting materials: C(=O)([O-])C(O)C(O)C(=O)[O-].[Na+].[K+] (potassium sodium tartrate), COC(=O)C=1N=C(OC1Br)CCC (5-Bromo-2-propyl-4-oxazolecarboxylic acid methyl ester), CO (Methanol), CC(C)C[AlH]CC(C)C (DIBAL-H). Run in C(Cl)Cl (methylene chloride). Run at temperature 0 celsius, time 15 minute. Product: BrC1=C(N=C(O1)CCC)CO (5-Bromo-2-propyl-4-oxazolemethanol). Isolated yield 93.0%. RXN SMILES: C[O:2][C:3]([C:5]1[N:6]=[C:7]([CH2:11][CH2:12][CH3:13])[O:8][C:9]=1[Br:10])=O.CC(C[AlH]CC(C)C)C.CO.C(C(C(C([O-])=O)O)O)([O-])=O.[Na+].[K+]>C(Cl)Cl>[Br:10][C:9]1[O:8][C:7]([CH2:11][CH2:12][CH3:13])=[N:6][C:5]=1[CH2:3][OH:2] |f:3.4.5|. Procedure details: A 4.245 g (17.12 mmol) sample of the compound from step 29a above was dissolved in 80 mL of methylene chloride and cooled to 0° C. DIBAL-H (1.0M in hexane, 37.0 mmol) was added via syringe. The resulting solution was stirred for 15 min. Methanol (2 mL) was added slowly, followed by 80 mL of satd. potassium sodium tartrate, and the mixture was stirred for 1 hour. The organic layer was separated, and the aqueous layer was extracted with 2×50 mL of methylene chloride. The organics were combined, dr...